From a dataset of the Open Reaction Database (ORD), a public repository of structured organic reaction records. describe an organic reaction: reactants, conditions, products, and yield Reactants: [Li]CCCC (n-BuLi), C(C)#N (acetonitrile), COC(C1=C(N=C(C=C1)C)OC)=O (2-Methoxy-6-methyl-nicotinic acid methyl ester). Solvent: C1CCOC1 (THF). Conditions: temperature -78 celsius, time 30 minute. Yields the product COC1=NC(=CC=C1C(CC#N)=O)C (3-(2-methoxy-6-methyl-pyridin-3-yl)-3-oxo-propionitrile). As a reaction SMILES: [Li]CCCC.[C:6](#[N:8])[CH3:7].CO[C:11](=[O:21])[C:12]1[CH:17]=[CH:16][C:15]([CH3:18])=[N:14][C:13]=1[O:19][CH3:20]>C1COCC1>[CH3:20][O:19][C:13]1[C:12]([C:11](=[O:21])[CH2:7][C:6]#[N:8])=[CH:17][CH:16]=[C:15]([CH3:18])[N:14]=1. Procedure: n-BuLi (1.2 M, 96.0 mL, 115.6 mmol) is added to a solution of acetonitrile (6.08 mL, 115.4 mmol) in THF (300 mL) at −78° C. and allowed to stir for 30 min at −78° C. 2-Methoxy-6-methyl-nicotinic acid methyl ester (20 g, 105.1 mmol) THE (200 mL) is added and stirred at −78° C. for another 30 min. The reaction mixture is quenched at −78° C. with water (500 mL) and washed with EtOAc (2×250 mL). The aqueous layer is separated and evaporated. This is co-distilled twice with toluene to obtain 3-(2-met...